Dataset: the Open Reaction Database (ORD), a public repository of structured organic reaction records. Task: describe an organic reaction: reactants, conditions, products, and yield The reactants are SC[C@@H]1C(=O)O[C@@H](C1)CS (cis-2,4-bis(mercaptomethyl)-4-butanolide), Cl (hydrochloric acid). Run in C1CCOC1 (THF), [OH-].[Na+] (sodium hydroxide). Reaction conditions: time 30 minute. Yields the product C(=O)(O)[C@H]1C[C@@H](SC1)CS (trans-4-carboxy-2-mercaptomethyltetrahydrothiophene). As a reaction SMILES: [SH:1][CH2:2][C@H:3]1[CH2:8][C@@H:7]([CH2:9][SH:10])[O:6][C:4]1=[O:5].Cl>C1COCC1.[OH-].[Na+]>[C:4]([C@@H:3]1[CH2:2][S:1][C@@H:7]([CH2:9][SH:10])[CH2:8]1)([OH:6])=[O:5] |f:3.4|. Reported procedure: To a stirred solution of cis-2,4-bis(mercaptomethyl)-4-butanolide (600 mg) in THF (20 ml), 1N sodium hydroxide solution (3.4 ml) was added and the mixture was stirred for 30 minutes at room temperature. The reaction mixture was acidified with 2N hydrochloric acid and extracted with ethyl acetate. The organic layer was washed with saturated sodium chloride solution, dried over anhydrous sodium sulfate and concentrated in vacuo to give crude trans-4-carboxy-2-mercaptomethyltetrahydrothiophene. Yields the product Cl.NC1=NC2=C(N1C1=CC=CC=C1C=1C(=NC=CC1)O)C=CC=C2 (2-Amino-1-[6-(2-hydroxypyridyl)phenyl]benzimidazole hydrochloride). Procedure details: 2-Amino-1-[6-(2-hydroxypyridyl)phenyl]benzimidazole hydrochloride was prepared from 2-amino-1-[6-(2-methoxypyridyl)phenyl]benzimidazole by refluxing in 25% aqueous hydrochloric acid. mp 215°-217° C. Reaction SMILES: [NH2:1][C:2]1[N:6]([C:7]2[C:12]([C:13]3[C:14]([O:19]C)=[N:15][CH:16]=[CH:17][CH:18]=3)=[CH:11][CH:10]=[CH:9][CH:8]=2)[C:5]2[CH:21]=[CH:22][CH:23]=[CH:24][C:4]=2[N:3]=1.[ClH:25]>>[ClH:25].[NH2:1][C:2]1[N:6]([C:7]2[C:12]([C:13]3[C:14]([OH:19])=[N:15][CH:16]=[CH:17][CH:18]=3)=[CH:11][CH:10]=[CH:9][CH:8]=2)[C:5]2[CH:21]=[CH:22][CH:23]=[CH:24][C:4]=2[N:3]=1 |f:2.3|. The reactants are NC1=NC2=C(N1C1=CC=CC=C1C=1C(=NC=CC1)OC)C=CC=C2 (2-amino-1-[6-(2-methoxypyridyl)phenyl]benzimidazole), Cl (hydrochloric acid). Starting materials: [H-], CCI, [Na+], CN(C)C=O, O, O=c1ccc(C#Cc2ccccc2)n[nH]1. The product is CCn1nc(C#Cc2ccccc2)ccc1=O. Reaction SMILES: [H-:17].[I:18][CH2:19][CH3:20].[Na+:16].[O:22]=[CH:23][N:24]([CH3:25])[CH3:26].[OH2:21].[c:1]1([C:7]#[C:8][c:9]2[cH:10][cH:11][c:12](=[O:15])[nH:13][n:14]2)[cH:2][cH:3][cH:4][cH:5][cH:6]1>>[c:1]1([C:7]#[C:8][c:9]2[cH:10][cH:11][c:12](=[O:15])[n:13]([CH2:19][CH3:20])[n:14]2)[cH:2][cH:3][cH:4][cH:5][cH:6]1. Reactants: C(C)(=O)NC1=NC(N([C@H]2C=C[C@@H](CO)O2)C=C1)=O (N4 -Acetyl-2',3'-didehydro-2',3'-dideoxycytidine), N (ammonia). Run in CO (methanol). The product is [C@@H]1(C=C[C@@H](CO)O1)N1C(=O)N=C(N)C=C1 (2',3'-Didehydro-2',3'-dideoxycytidine). Yield: 69.6%. Reaction SMILES: C([NH:4][C:5]1[CH:17]=[CH:16][N:8]([C@@H:9]2[O:15][C@H:12]([CH2:13][OH:14])[CH:11]=[CH:10]2)[C:7](=[O:18])[N:6]=1)(=O)C.N>CO>[C@@H:9]1([N:8]2[CH:16]=[CH:17][C:5]([NH2:4])=[N:6][C:7]2=[O:18])[O:15][C@H:12]([CH2:13][OH:14])[CH:11]=[CH:10]1. Reported procedure: A solution of 33 (0.26 g, 1.03 mmol) in methanol saturated with ammonia (20 ml) was stirred at 45°-50° C. for 12 hours. The solvent was removed under reduced pressure. The residue was triturated with isopropanol, filtered, and then washed with isopropanol to yield 0.15 g (69%) of 3: mp 167°-169° C. (benzene-methanol) (Lit. mp 168°-169° C.); 1H NMR (DMSO-d6) δ 3.51 (2H, m, 5'-H), 4.75 (1H, m, 4'OH), 4.85 (1H, t, J=5.5 Hz, OH), 5.68 (1 H, d, J=7.3 Hz, 5-H), 5.85 (1H, br d, J=5.9 Hz, 2'-H), 6.35 (1... The reactants are C[O-].[Na+] (Sodium methoxide), ClC1=C(C(=NC(=N1)C(F)(F)F)NS(=O)(=O)C=CC1=CC=CC=C1)OC1=C(C=CC=C1)OC (N-[6-chloro-5-(2-methoxyphenoxy)-2-trifluoromethyl-4-pyrimidinyl]-2-phenylethenesulfonamide), Cl (hydrochloric acid). The solvent is CN(C=O)C (N,N-dimethylformamide). Run at time 8 hour. The product is COC1=C(C(=NC(=N1)C(F)(F)F)NS(=O)(=O)C=CC1=CC=CC=C1)OC1=C(C=CC=C1)OC (N-[6-methoxy-5-(2-methoxyphenoxy)-2-trifluoromethyl-4-pyrimidinyl]-2-phenylethenesulfonamide). The yield is 66.2%. RXN SMILES: [CH3:1][O-:2].[Na+].Cl[C:5]1[N:10]=[C:9]([C:11]([F:14])([F:13])[F:12])[N:8]=[C:7]([NH:15][S:16]([CH:19]=[CH:20][C:21]2[CH:26]=[CH:25][CH:24]=[CH:23][CH:22]=2)(=[O:18])=[O:17])[C:6]=1[O:27][C:28]1[CH:33]=[CH:32][CH:31]=[CH:30][C:29]=1[O:34][CH3:35].Cl>CN(C)C=O>[CH3:1][O:2][C:5]1[N:10]=[C:9]([C:11]([F:14])([F:13])[F:12])[N:8]=[C:7]([NH:15][S:16]([CH:19]=[CH:20][C:21]2[CH:26]=[CH:25][CH:24]=[CH:23][CH:22]=2)(=[O:18])=[O:17])[C:6]=1[O:27][C:28]1[CH:33]=[CH:32][CH:31]=[CH:30][C:29]=1[O:34][CH3:35] |f:0.1|. Procedure: Sodium methoxide (336 mg) was added to a solution of 320 mg of N-[6-chloro-5-(2-methoxyphenoxy)-2-trifluoromethyl-4-pyrimidinyl]-2-phenylethenesulfonamide in 10 ml of N,N-dimethylformamide followed by stirring overnight. The reaction mixture was poured into a mixture of ice and 1N hydrochloric acid and the solid separated out therefrom was collected by filtration. This solid was purified by a silica gel column chromatography (chloroform) and the resulting oil was crystallized from ether to give ... Reactants: FC(C1=CC=C(C=C1)C1=C(N=CO1)C)F (5-(4-(difluoromethyl)phenyl)-4-methyloxazole), [Li+].C[Si](C)(C)[N-][Si](C)(C)C (LiHMDS), ClC(C(Cl)(Cl)Cl)(Cl)Cl (hexachloroethane). Solvent: C1CCOC1 (THF). Run at time 45 minute. Product: ClC=1OC(=C(N1)C)C1=CC=C(C=C1)C(F)F (2-chloro-5-(4-(difluoromethyl)phenyl)-4-methyloxazole). Isolated yield 76.4%. RXN SMILES: [F:1][CH:2]([F:15])[C:3]1[CH:8]=[CH:7][C:6]([C:9]2[O:13][CH:12]=[N:11][C:10]=2[CH3:14])=[CH:5][CH:4]=1.[Li+].C[Si]([N-][Si](C)(C)C)(C)C.[Cl:26]C(Cl)(Cl)C(Cl)(Cl)Cl>C1COCC1>[Cl:26][C:12]1[O:13][C:9]([C:6]2[CH:5]=[CH:4][C:3]([CH:2]([F:1])[F:15])=[CH:8][CH:7]=2)=[C:10]([CH3:14])[N:11]=1 |f:1.2|. Procedure: To a solution of Example 38D (4.39 g, 21.0 mmol) in THF (100 mL) at −78° C. was added LiHMDS (1.0 M in THF, 23 ml, 23 mmol) slowly via syringe. The solution was stirred 45 min, and then solid hexachloroethane (5.46 g, 23.1 mmol) was added in one portion. The reaction was allowed to proceed for 24 hr, gradually warming to ambient temperature. The reaction was quenched with half-saturated aq NH4Cl solution, and the product was extracted with Et2O. The combined organic extract was washed with brine... The reactants are COC(=O)CS(=O)(=O)Nc1ccc(F)c(C(F)(F)F)c1, [Na+], C1COCCO1, [OH-]. Yields the product O=C(O)CS(=O)(=O)Nc1ccc(F)c(C(F)(F)F)c1. RXN SMILES: [CH3:1][O:2][C:3]([CH2:4][S:5]([NH:6][c:7]1[cH:8][c:9]([C:14]([F:15])([F:16])[F:17])[c:10]([F:13])[cH:11][cH:12]1)(=[O:18])=[O:19])=[O:20].[Na+:22].[O:23]1[CH2:24][CH2:25][O:26][CH2:27][CH2:28]1.[OH-:21]>>[O:2]=[C:3]([CH2:4][S:5]([NH:6][c:7]1[cH:8][c:9]([C:14]([F:15])([F:16])[F:17])[c:10]([F:13])[cH:11][cH:12]1)(=[O:18])=[O:19])[OH:20].